The task is: describe an organic reaction: reactants, conditions, products, and yield. This data is from the Open Reaction Database (ORD), a public repository of structured organic reaction records. Reactants: OC1=C(C=CC=C1)S (2-hydroxythiophenol), C([O-])([O-])=O.[K+].[K+] (potassium carbonate), C([O-])([O-])=O.[K+].[K+] (potassium carbonate), ClC1=C(CCl)C=C(C=C1)C(F)(F)F (2-chloro-5-trifluoromethylbenzyl chloride). The reagents and catalysts are [Cu] (copper). Solvent: CN(C=O)C (dimethylformamide). Conditions: time 3 hour. The product is FC(C=1C=CC2=C(CSC3=C(O2)C=CC=C3)C1)(F)F (2-trifluoromethyl-11H-dibenz (b,f)-1,4-oxathiepin). Isolated yield 72.5%. Reaction SMILES: Cl[C:2]1[CH:9]=[CH:8][C:7]([C:10]([F:13])([F:12])[F:11])=[CH:6][C:3]=1[CH2:4]Cl.[OH:14][C:15]1[CH:20]=[CH:19][CH:18]=[CH:17][C:16]=1[SH:21].C(=O)([O-])[O-].[K+].[K+]>CN(C)C=O.[Cu]>[F:11][C:10]([F:13])([F:12])[C:7]1[CH:8]=[CH:9][C:2]2[O:14][C:15]3[CH:20]=[CH:19][CH:18]=[CH:17][C:16]=3[S:21][CH2:4][C:3]=2[CH:6]=1 |f:2.3.4|. Procedure: A solution of 45 g of 2-chloro-5-trifluoromethylbenzyl chloride (B. Pecherer, U.S. Pat. No. 3,465,051; Chem.Abstr. 71, 123 885, 1969) and 37.6 g of 2-hydroxythiophenol (cf.Example 18, reference given) in 800 ml of dimethylformamide is treated with 27.2 g of potassium carbonate and the mixture stirred for 3 hours in a nitrogen atmosphere at a room temperature. Further 30 g of potassium carbonate and 3 g of copper are then added and the mixture refluxed for 12 hours. Dimethylformamide is distilled... Reactants: C(C)(C)(C)OC(=O)N([C@H](C)C1=CC=CC2=CC=CC=C12)C[C@H]1CN(C[C@@H]1C1=CC=CC=C1)CCCCCC(=O)OC (methyl 6-[(3R,4S)-3-({(tert-butoxycarbonyl)[(1R)-1-(1-naphthyl)ethyl]amino}methyl)-4-phenylpyrrolidin-1-yl]hexanoate), [OH-].[Na+] (sodium hydroxide). The solvent is CO (methanol), C1CCOC1 (THF). The product is C(C)(C)(C)OC(=O)N([C@H](C)C1=CC=CC2=CC=CC=C12)C[C@H]1CN(C[C@@H]1C1=CC=CC=C1)CCCCCC(=O)O (6-[(3R,4S)-3-({(tert-butoxycarbonyl)[(1R)-1-(1-naphthyl)ethyl]amino}methyl)-4-phenylpyrrolidin-1-yl]hexanoic acid). RXN SMILES: [C:1]([O:5][C:6]([N:8]([CH2:21][C@@H:22]1[C@@H:26]([C:27]2[CH:32]=[CH:31][CH:30]=[CH:29][CH:28]=2)[CH2:25][N:24]([CH2:33][CH2:34][CH2:35][CH2:36][CH2:37][C:38]([O:40]C)=[O:39])[CH2:23]1)[C@@H:9]([C:11]1[C:20]2[C:15](=[CH:16][CH:17]=[CH:18][CH:19]=2)[CH:14]=[CH:13][CH:12]=1)[CH3:10])=[O:7])([CH3:4])([CH3:3])[CH3:2].[OH-].[Na+]>CO.C1COCC1>[C:1]([O:5][C:6]([N:8]([CH2:21][C@@H:22]1[C@@H:26]([C:27]2[CH:28]=[CH:29][CH:30]=[CH:31][CH:32]=2)[CH2:25][N:24]([CH2:33][CH2:34][CH2:35][CH2:36][CH2:37][C:38]([OH:40])=[O:39])[CH2:23]1)[C@@H:9]([C:11]1[C:20]2[C:15](=[CH:16][CH:17]=[CH:18][CH:19]=2)[CH:14]=[CH:13][CH:12]=1)[CH3:10])=[O:7])([CH3:2])([CH3:3])[CH3:4] |f:1.2|. Procedure details: A 262 mg portion of methyl 6-[(3R,4S)-3-({(tert-butoxycarbonyl)[(1R)-1-(1-naphthyl)ethyl]amino}methyl)-4-phenylpyrrolidin-1-yl]hexanoate was dissolved in 3 ml of methanol and 3 ml of THF, mixed with 2 ml of 1 M sodium hydroxide aqueous solution at room temperature and stirred for 7Hours. The reaction solution was washed with diethyl ether, and 1 M hydrochloric acid was added to the water layer until it became pH 3. After its extraction with diethyl ether, the organic layer was dried with anhydro...